This data is from the Open Reaction Database (ORD), a public repository of structured organic reaction records. The task is: describe an organic reaction: reactants, conditions, products, and yield Reactants: N1=CC=CC=C1 (pyridine), C([O-])([O-])=O.[K+].[K+] (potassium carbonate), C(C1=CC=CC=C1)OC1=CC=C(C=C1)B(O)O (4-benzyloxyphenylboronic acid), C1(=CC=CC=C1)P(C1=CC=CC=C1)C1=CC=CC=C1 (triphenyl phosphine), ice water. Reagents/catalysts: C(C)(=O)[O-].[Pd+2].C(C)(=O)[O-] (palladium(II) acetate). Run in COCCOC (DME), COCCOC (DME), CCO (EtOH), O (water), COCCOC (DME). Run at temperature 90 celsius, time 16 hour. The product is C(C1=CC=CC=C1)OC1=CC=C(C=C1)C=1C=NC=CC1 (3-(4-Benzyloxy-phenyl)-pyridine). The yield is 91.8%. RXN SMILES: [CH2:1]([O:8][C:9]1[CH:14]=[CH:13][C:12](B(O)O)=[CH:11][CH:10]=1)[C:2]1[CH:7]=[CH:6][CH:5]=[CH:4][CH:3]=1.[N:18]1[CH:23]=[CH:22][CH:21]=[CH:20][CH:19]=1.C(=O)([O-])[O-].[K+].[K+].C1(P(C2C=CC=CC=2)C2C=CC=CC=2)C=CC=CC=1>COCCOC.C([O-])(=O)C.[Pd+2].C([O-])(=O)C.O.CCO>[CH2:1]([O:8][C:9]1[CH:14]=[CH:13][C:12]([C:20]2[CH:19]=[N:18][CH:23]=[CH:22][CH:21]=2)=[CH:11][CH:10]=1)[C:2]1[CH:7]=[CH:6][CH:5]=[CH:4][CH:3]=1 |f:2.3.4,7.8.9|. Procedure: To a solution of 4-benzyloxyphenylboronic acid (1.48 g, 6.5 mmol) in DME (10 mL) was added 3-iodo: pyridine (1.03 g, 5.0 mmol) in DME (8 mL), potassium carbonate (2.0 g, 15 mmol) in 1:1 mixture of EtOH:water (3 mL), palladium(II) acetate (56 mg 0.25 mmol), and triphenyl phosphine (202 mg, 1.0 mmol) in DME (2 mL). The resulting mixture was warmed up to 90° C. and stirred for 16 h at that temperature. After cooling to rt, reaction mixture was poured into ice-water 200 mL) and product was extracted... RXN SMILES: [CH2:1]([CH3:2])[O:3][C:4](=[O:5])[CH:6]1[CH:7]([C:9](=[O:10])[OH:11])[O:8]1.[c:12]1([CH:18]([O:19][CH2:20][CH:21]([CH2:22][CH:23]([CH3:24])[CH3:25])[NH2:26])[c:27]2[cH:28][cH:29][cH:30][cH:31][cH:32]2)[cH:13][cH:14][cH:15][cH:16][cH:17]1>>[CH2:1]([CH3:2])[O:3][C:4](=[O:5])[CH:6]1[CH:7]([C:9](=[O:11])[NH:26][CH:21]([CH2:20][O:19][CH:18]([c:12]2[cH:13][cH:14][cH:15][cH:16][cH:17]2)[c:27]2[cH:28][cH:29][cH:30][cH:31][cH:32]2)[CH2:22][CH:23]([CH3:24])[CH3:25])[O:8]1. Product: CCOC(=O)C1OC1C(=O)NC(COC(c1ccccc1)c1ccccc1)CC(C)C. The reactants are CCOC(=O)C1OC1C(=O)O, CC(C)CC(N)COC(c1ccccc1)c1ccccc1. Starting materials: NC=1C=C(C=CC1)O (m-Aminophenol), OC=1C=C(C(C(=O)O)=CC1)C(=O)O (4-hydroxyphthalic acid). Solvent: C(C)(=O)O (acetic acid). Product: OC=1C=C(C=CC1)N1C(C=2C(C1=O)=CC(=CC2)O)=O (N-(3-Hydroxyphenyl)-4-hydroxyphthalimide). Isolated yield 80.5%. Reaction SMILES: [NH2:1][C:2]1[CH:3]=[C:4]([OH:8])[CH:5]=[CH:6][CH:7]=1.[OH:9][C:10]1[CH:11]=[C:12]([C:19](O)=[O:20])[C:13](=[CH:17][CH:18]=1)[C:14](O)=[O:15]>C(O)(=O)C>[OH:8][C:4]1[CH:3]=[C:2]([N:1]2[C:19](=[O:20])[C:12]3=[CH:11][C:10]([OH:9])=[CH:18][CH:17]=[C:13]3[C:14]2=[O:15])[CH:7]=[CH:6][CH:5]=1. Procedure details: m-Aminophenol(13.23 g, 0.12 mol) and 4-hydroxyphthalic acid (16.98 g, 0.09 mol) are allowed to react in refluxing acetic acid as described above. The product (21.6 g, 91%), collected as a tan solid, is recrystallized from methanol to give 18.5 g of pale yellow powder [mp 270° C. differential scanning calorimetry] having the following structure: ##STR7## Starting materials: ClC1=C(OC2=CC=NC3=CC(=CC=C23)Cl)C=CC(=C1)F (4-(2-chloro-4-fluorophenoxy)-7-chloroquinoline), ClC=1C=C(C(=O)OO)C=CC1 (3-chloroperoxybenzoic acid). Solvent: C(Cl)Cl (CH2Cl2). Reaction conditions: temperature 0 celsius, time 6 hour. Yields the product ClC1=CC=C2C(=CC=[N+](C2=C1)[O-])OC1=C(C=C(C=C1)F)Cl (7-Chloro-4-(2-chloro-4-fluorophenoxy)quinoline 1-oxide). Reaction SMILES: [Cl:1][C:2]1[CH:19]=[C:18]([F:20])[CH:17]=[CH:16][C:3]=1[O:4][C:5]1[C:14]2[C:9](=[CH:10][C:11]([Cl:15])=[CH:12][CH:13]=2)[N:8]=[CH:7][CH:6]=1.ClC1C=C(C=CC=1)C(OO)=[O:26]>C(Cl)Cl>[Cl:15][C:11]1[CH:10]=[C:9]2[C:14]([C:5]([O:4][C:3]3[CH:16]=[CH:17][C:18]([F:20])=[CH:19][C:2]=3[Cl:1])=[CH:6][CH:7]=[N+:8]2[O-:26])=[CH:13][CH:12]=1. Procedure: A mixture of 5.0 g (16.22 mmol) of 4-(2-chloro-4-fluorophenoxy)-7-chloroquinoline, 4.20 g (19.47 mmol) of 80% 3-chloroperoxybenzoic acid, and 50 ml of CH2Cl2 was stirred at 0° C. for six hours. The CH2Cl2 was removed by reducing pressure, and the residue was dissolved in ethyl acetate and washed with base. After removing solvent from the organic layer by reducing pressure, a white solid formed. This was recrystallized in ethyl acetate. Yield 3.04 g (58%). M.P. 177°-178° C. The reactants are CN1C(CCC1)=O (N-methylpyrrolidone), FC=1C(=NC(=C(C1)F)F)NC (3,5,6-trifluoro-2-(methylamino)-pyridine), C(C1=CC=CC=C1)N (benzylamine). Run in C(Cl)(Cl)Cl (chloroform). Reaction conditions: temperature 140 celsius, time 19 hour. Product: C(C1=CC=CC=C1)NC1=NC(=C(C=C1F)F)NC (2-benzylamino-3,5-difluoro-6-(methylamino)pyridine). As a reaction SMILES: CN1CCCC1=O.[F:8][C:9]1[C:10]([NH:17][CH3:18])=[N:11][C:12](F)=[C:13]([F:15])[CH:14]=1.[CH2:19]([NH2:26])[C:20]1[CH:25]=[CH:24][CH:23]=[CH:22][CH:21]=1>C(Cl)(Cl)Cl>[CH2:19]([NH:26][C:12]1[C:13]([F:15])=[CH:14][C:9]([F:8])=[C:10]([NH:17][CH3:18])[N:11]=1)[C:20]1[CH:25]=[CH:24][CH:23]=[CH:22][CH:21]=1. Procedure details: To 20 ml of N-methylpyrrolidone were added all amount of the above-described 3,5,6-trifluoro-2-(methylamino)-pyridine together with 10 g of benzylamine, and the mixture was stirred at 140° C. for 19 hours and allowed to cool. To the solution was added 50 ml of chloroform and the mixture was washed six times with 200 ml of distilled water. The chloroform layer was dried over anhydrous magnesium sulfate and concentrated under reduced pressure to obtain the title compound as a crude oil.